describe an organic reaction: reactants, conditions, products, and yield From a dataset of the Open Reaction Database (ORD), a public repository of structured organic reaction records. Reactants: CI, CN(C)C=O, Cn1c([S-])nc2c(c1=O)CCCC2, [K+], C1CCOC1. RXN SMILES: [CH3:20][I:21].[CH3:22][N:23]([CH3:24])[CH:25]=[O:26].[CH3:6][n:7]1[c:8]([S-:18])[n:9][c:10]2[c:15]([c:16]1=[O:17])[CH2:14][CH2:13][CH2:12][CH2:11]2.[K+:19].[O:1]1[CH2:2][CH2:5][CH2:4][CH2:3]1>>[CH3:2][S:18][c:8]1[n:7]([CH3:6])[c:16](=[O:17])[c:15]2[c:10]([n:9]1)[CH2:11][CH2:12][CH2:13][CH2:14]2. The product is CSc1nc2c(c(=O)n1C)CCCC2. Reaction conditions: temperature 80 celsius, time 2 hour. Product: C(C1=CC=CC=C1)NC(=O)C=1SC(=CC1C)C1=NN(C=N1)CC1=CC=C(C=C1)F (N-benzyl-5-(1-(4-fluorobenzyl)-1H-1,2,4-triazol-3-yl)-3-methylthiophene-2-carboxamide). Procedure: A mixture of N-benzyl-3-methyl-5-(1H-1,2,4-triazol-3-yl)thiophene-2-carboxamide (0.07 g, 0.22 mmol), potassium carbonate (0.03 g, 0.22 mmol) and 4-fluorobenzyl bromide (0.04 mL, 0.33 mmol) in N,N-dimethylformamide (2 mL) was stirred at 80° C. for 2 h. The reaction mixture was allowed to cool to ambient temperature, and then was partitioned between ethyl acetate (75 mL) and water (50 mL). The organic layer was dried over sodium sulfate, filtered and concentrated in vacuo. The residue was purified... The solvent is CN(C=O)C (N,N-dimethylformamide). Isolated yield 60.4%. Reaction SMILES: [CH2:1]([NH:8][C:9]([C:11]1[S:12][C:13]([C:17]2[N:21]=[CH:20][NH:19][N:18]=2)=[CH:14][C:15]=1[CH3:16])=[O:10])[C:2]1[CH:7]=[CH:6][CH:5]=[CH:4][CH:3]=1.C(=O)([O-])[O-].[K+].[K+].[F:28][C:29]1[CH:36]=[CH:35][C:32]([CH2:33]Br)=[CH:31][CH:30]=1>CN(C)C=O>[CH2:1]([NH:8][C:9]([C:11]1[S:12][C:13]([C:17]2[N:21]=[CH:20][N:19]([CH2:33][C:32]3[CH:35]=[CH:36][C:29]([F:28])=[CH:30][CH:31]=3)[N:18]=2)=[CH:14][C:15]=1[CH3:16])=[O:10])[C:2]1[CH:7]=[CH:6][CH:5]=[CH:4][CH:3]=1 |f:1.2.3|. Reactants: C(C1=CC=CC=C1)NC(=O)C=1SC(=CC1C)C1=NNC=N1 (N-benzyl-3-methyl-5-(1H-1,2,4-triazol-3-yl)thiophene-2-carboxamide), C([O-])([O-])=O.[K+].[K+] (potassium carbonate), FC1=CC=C(CBr)C=C1 (4-fluorobenzyl bromide). Reactants: CCCOc1nc(Br)c(C=O)n1Cc1ccc(-c2ccccc2C(=O)OC(C)(C)C)cc1F, Cl, NO, O, c1ccncc1. The product is CCCOc1nc(Br)c(C=NO)n1Cc1ccc(-c2ccccc2C(=O)OC(C)(C)C)cc1F. RXN SMILES: [C:1]([CH3:2])([CH3:3])([CH3:4])[O:5][C:6](=[O:7])[c:8]1[c:9](-[c:14]2[cH:15][c:16]([F:33])[c:17]([CH2:20][n:21]3[c:22]([O:29][CH2:30][CH2:31][CH3:32])[n:23][c:24]([Br:28])[c:25]3[CH:26]=[O:27])[cH:18][cH:19]2)[cH:10][cH:11][cH:12][cH:13]1.[ClH:34].[NH2:35][OH:36].[OH2:37].[cH:38]1[cH:39][cH:40][n:41][cH:42][cH:43]1>>[C:1]([CH3:2])([CH3:3])([CH3:4])[O:5][C:6](=[O:7])[c:8]1[c:9](-[c:14]2[cH:15][c:16]([F:33])[c:17]([CH2:20][n:21]3[c:22]([O:29][CH2:30][CH2:31][CH3:32])[n:23][c:24]([Br:28])[c:25]3[CH:26]=[N:35][OH:36])[cH:18][cH:19]2)[cH:10][cH:11][cH:12][cH:13]1. Reaction conditions: time 8 hour. Procedure: 2-hydroxynaphthalene (1 g.) is dissolved in boiling acetic acid (30 ml.), and when the solution temperature reaches 45'C, a molecular equivalent amount of concentrated nitric acid is slowly added. After standing overnight at room temperature, the reaction mixture is mixed with water. The precipitated solids are filtered, washed with water, and purified by chromatography on alumina, to yield 1-nitro-2-hydroxynaphthalene. Reactants: OC1=CC2=CC=CC=C2C=C1 (2-hydroxynaphthalene), C(C)(=O)O (acetic acid), [N+](=O)(O)[O-] (nitric acid). The solvent is O (water). Yields the product [N+](=O)([O-])C1=C(C=CC2=CC=CC=C12)O (1-nitro-2-hydroxynaphthalene). RXN SMILES: [OH:1][C:2]1[CH:11]=[CH:10][C:9]2[C:4](=[CH:5][CH:6]=[CH:7][CH:8]=2)[CH:3]=1.C(O)(=O)C.[N+:16]([O-])([OH:18])=[O:17]>O>[N+:16]([C:3]1[C:4]2[C:9](=[CH:8][CH:7]=[CH:6][CH:5]=2)[CH:10]=[CH:11][C:2]=1[OH:1])([O-:18])=[O:17]. The reactants are CN1CCNCC1 (N-methylpiperazine), ClC=1SC(=C(N1)C1=CC=CC=C1)C1=NC(=NC=C1)S(=O)C (4-(2-chloro-4-phenyl-thiazol-5-yl)-2-methylsulfinyl-pyrimidine). The solvent is O1CCCC1 (tetrahydrofuran), O (water), O1CCCC1 (tetrahydrofuran). Product: CN1CCN(CC1)C=1SC(=C(N1)C1=CC=CC=C1)C1=NC(=NC=C1)S(=O)C (4-[2-(4-Methylpiperazin-1-yl)-4-phenyl-thiazol-5-yl]-2-methylsulfinyl-pyrimidine). RXN SMILES: [CH3:1][N:2]1[CH2:7][CH2:6][NH:5][CH2:4][CH2:3]1.Cl[C:9]1[S:10][C:11]([C:20]2[CH:25]=[CH:24][N:23]=[C:22]([S:26]([CH3:28])=[O:27])[N:21]=2)=[C:12]([C:14]2[CH:19]=[CH:18][CH:17]=[CH:16][CH:15]=2)[N:13]=1>O1CCCC1.O>[CH3:1][N:2]1[CH2:7][CH2:6][N:5]([C:9]2[S:10][C:11]([C:20]3[CH:25]=[CH:24][N:23]=[C:22]([S:26]([CH3:28])=[O:27])[N:21]=3)=[C:12]([C:14]3[CH:19]=[CH:18][CH:17]=[CH:16][CH:15]=3)[N:13]=2)[CH2:4][CH2:3]1. Procedure details: A solution of N-methylpiperazine (0.6 g, 6.0 mmol) in tetrahydrofuran (5 ml) is added to a well stirred solution of 4-(2-chloro-4-phenyl-thiazol-5-yl)-2-methylsulfinyl-pyrimidine (1.0 g, 3.0 mmol) in tetrahydrofuran (20 ml) at +5° C. The reaction mixture is allowed to warm to room temperature over night. Evaporation of the solvent leaves a crystalline residue that is suspended in water, filtered with suction, washed with diethyl ether and dried under vacuum. The product 4-[2-(4-methylpiperazin-1...